This data is from the Open Reaction Database (ORD), a public repository of structured organic reaction records. The task is: describe an organic reaction: reactants, conditions, products, and yield The reactants are N,O-bistrimethylsilylacetamide, [OH-].[Na+] (NaOH), [Br-] (bromide), N[C@@H](C(C)C)C(=O)O (L-valine), C(C)(C)N(CC)C(C)C (diisopropylethylamine). The solvent is C1(=CC=CC=C1)C (toluene), O (water), CN(C)C=O (DMF). Reaction conditions: temperature 22.5 celsius, time 1 hour. Yields the product BrC1=CC=C(CN[C@@H](C(C)C)C(=O)O)C=C1 (N-(4-bromobenzyl)-L-valine). Isolated yield 153.4%. RXN SMILES: [NH2:1][C@H:2]([C:6]([OH:8])=[O:7])[CH:3]([CH3:5])[CH3:4].C(N([CH:15]([CH3:17])[CH3:16])CC)(C)C.[Br-:18].[OH-].[Na+]>CN(C=O)C.O.C1(C)C=CC=CC=1>[Br:18][C:16]1[CH:15]=[CH:17][C:3]([CH2:4][NH:1][C@H:2]([C:6]([OH:8])=[O:7])[CH:3]([CH3:5])[CH3:4])=[CH:2][CH:6]=1 |f:3.4|. Reported procedure: 52 mL (0.21 mol) of N,O-bistrimethylsilylacetamide is added under nitrogen atmosphere to a mixture made up of 23.5 g (0.20 mol) of L-valine and 38.5 mL (0.22 mol) of diisopropylethylamine in 12.5 mL of DMF. After 1 h at 80° C. the suspension changes to a clear solution. Then, in portions and controlling exothermy, 50 g (0.20 mol) of 4-bromobenzylo bromide is added and left to react at 80° C. for 2 h. The mixture is cooled to 20-25° C., 250 mL of toluene and a solution made up of 250 mL of water ... Reactants: [C-]#N, [C-]#N, CN(C)C=O, CCOC(C)=O, ClCCl, COC(=O)c1cc(F)cc(Cl)c1, [Zn+2]. The product is COC(=O)c1cc(Cl)cc(C#N)c1. As a reaction SMILES: [C-:27]#[N:28].[C-:30]#[N:31].[CH3:16][N:17]([CH3:18])[CH:19]=[O:20].[CH3:21][CH2:22][O:23][C:24](=[O:25])[CH3:26].[Cl:13][CH2:14][Cl:15].[Cl:1][c:2]1[cH:3][c:4]([C:5](=[O:6])[O:7][CH3:8])[cH:9][c:10]([F:12])[cH:11]1.[Zn+2:29]>>[Cl:1][c:2]1[cH:3][c:4]([C:5](=[O:6])[O:7][CH3:8])[cH:9][c:10]([C:16]#[N:17])[cH:11]1. Starting materials: CC(=O)[O-], O=C([O-])O, CC(=O)[O-], CCC(O)(C=Cc1ccc(C(CC)(CC)c2ccc(B3OC(C)(C)C(C)(C)O3)cc2)cc1C)CC, COC(=O)Cc1cc(Br)ccc1OC, Cc1ccccc1, COc1cccc(OC)c1-c1ccccc1P(C1CCCCC1)C1CCCCC1, [K+], [K+], [K+], [Na+], O, O=P([O-])([O-])[O-], [Pd+2]. Yields the product CCC(O)(C=Cc1ccc(C(CC)(CC)c2ccc(-c3ccc(OC)c(CC(=O)OC)c3)cc2)cc1C)CC. Reaction SMILES: [C:104]([O-:105])(=[O:106])[CH3:107].[C:87](=[O:88])([OH:89])[O-:90].[C:99]([O-:100])(=[O:101])[CH3:102].[CH2:52]([CH3:53])[C:54]([CH:55]=[CH:56][c:57]1[c:58]([CH3:83])[cH:59][c:60]([C:63]([CH2:64][CH3:65])([c:66]2[cH:67][cH:68][c:69]([B:72]3[O:73][C:74]([CH3:75])([CH3:76])[C:77]([CH3:78])([CH3:79])[O:80]3)[cH:70][cH:71]2)[CH2:81][CH3:82])[cH:61][cH:62]1)([CH2:84][CH3:85])[OH:86].[CH3:1][O:2][C:3]([CH2:4][c:5]1[c:6]([O:12][CH3:13])[cH:7][cH:8][c:9]([Br:11])[cH:10]1)=[O:14].[CH3:92][c:93]1[cH:94][cH:95][cH:96][cH:97][cH:98]1.[CH:15]1([P:16]([CH:17]2[CH2:18][CH2:19][CH2:20][CH2:21][CH2:22]2)[c:23]2[cH:24][cH:25][cH:26][cH:27][c:28]2-[c:29]2[c:30]([O:31][CH3:32])[cH:33][cH:34][cH:35][c:36]2[O:37][CH3:38])[CH2:39][CH2:40][CH2:41][CH2:42][CH2:43]1.[K+:49].[K+:50].[K+:51].[Na+:91].[OH2:108].[P:44]([O-:45])([O-:46])([O-:47])=[O:48].[Pd+2:103]>>[CH3:1][O:2][C:3]([CH2:4][c:5]1[c:6]([O:12][CH3:13])[cH:7][cH:8][c:9](-[c:69]2[cH:68][cH:67][c:66]([C:63]([c:60]3[cH:59][c:58]([CH3:83])[c:57]([CH:56]=[CH:55][C:54]([CH2:52][CH3:53])([CH2:84][CH3:85])[OH:86])[cH:62][cH:61]3)([CH2:64][CH3:65])[CH2:81][CH3:82])[cH:71][cH:70]2)[cH:10]1)=[O:14]. The reactants are CCOC(=O)C(NC(C)=O)C(=O)OCC, Cc1ccc(CCl)cc1C, CC[O-], CCO, [Na+]. Yields the product CCOC(=O)C(Cc1ccc(C)c(C)c1)(NC(C)=O)C(=O)OCC. Reaction SMILES: [C:11]([CH3:12])(=[O:13])[NH:14][CH:15]([C:16](=[O:17])[O:18][CH2:19][CH3:20])[C:21](=[O:22])[O:23][CH2:24][CH3:25].[CH3:1][c:2]1[cH:3][c:4]([CH2:5][Cl:6])[cH:7][cH:8][c:9]1[CH3:10].[CH3:27][CH2:28][O-:29].[CH3:30][CH2:31][OH:32].[Na+:26]>>[CH3:1][c:2]1[cH:3][c:4]([CH2:5][C:15]([NH:14][C:11]([CH3:12])=[O:13])([C:16](=[O:17])[O:18][CH2:19][CH3:20])[C:21](=[O:22])[O:23][CH2:24][CH3:25])[cH:7][cH:8][c:9]1[CH3:10]. Starting materials: [H-].[Na+] (Sodium hydride), C(C)(C)(C)OC(=O)N1[C@H](CN([C@@H](C1)C)C(=O)OC(C)(C)C)C(C=1SC=CN1)O ((2R,5R)-2-(hydroxy-thiazol-2-yl-methyl)-5-methyl-piperazine-1,4-dicarboxylic acid di-tert-butyl ester), [Cl-].[NH4+] (ammonium chloride). Run in C1CCOC1 (THF). Conditions: temperature 70 celsius. The product is C(C)(C)(C)OC(=O)N1[C@@H](CN[C@H](C1)C(C=1SC=CN1)O)C ((2R,5R)-5-(Hydroxy-thiazol-2-yl-methyl)-2-methyl-piperazine-1-carboxylic acid tert-butyl ester). The yield is 37.3%. RXN SMILES: [H-].[Na+].C(OC([N:10]1[CH2:15][C@@H:14]([CH3:16])[N:13]([C:17]([O:19][C:20]([CH3:23])([CH3:22])[CH3:21])=[O:18])[CH2:12][C@@H:11]1[CH:24]([OH:30])[C:25]1[S:26][CH:27]=[CH:28][N:29]=1)=O)(C)(C)C.[Cl-].[NH4+]>C1COCC1>[C:20]([O:19][C:17]([N:13]1[CH2:12][C@H:11]([CH:24]([OH:30])[C:25]2[S:26][CH:27]=[CH:28][N:29]=2)[NH:10][CH2:15][C@H:14]1[CH3:16])=[O:18])([CH3:23])([CH3:21])[CH3:22] |f:0.1,3.4|. Procedure details: Sodium hydride (60% in mineral oil, 0.08 g, 1.9 mmol) was added to (2R,5R)-2-(hydroxy-thiazol-2-yl-methyl)-5-methyl-piperazine-1,4-dicarboxylic acid di-tert-butyl ester (0.393 g, 0.95 mmol) in THF (4.8 mL) at 0° C. (ice bath) under nitrogen. The reaction was heated to 70° C. for 18 h. The reaction was cooled to room temperature and saturated aqueous ammonium chloride was added and the mixture extracted with EtOAc (3×). The combined organic extracts were dried with sodium sulfate, filtered and co... Run in N1=CC=CC=C1 (pyridine). The product is CON(C=1NC(C=2N=CN(C2N1)[C@H]1[C@@]([C@H](O)[C@H](O1)CO)(F)C#C)=O)C(C1=CC=CC=C1)(C1=CC=CC=C1)C1=CC=CC=C1 (N2-Methoxytrityl-9-[(2R)-2-deoxy-2-C-ethynyl-2-fluoro-β-D-erythro-pentofuranosyl]guanine). Reactants: [NH4+].[OH-] (NH4OH), C(C)(=O)OCC (ethyl acetate), C(#C)[C@@]1([C@@H](O[C@@H]([C@H]1O)CO)N1C2=NC=NC(=C2N=C1)N)F (9-[(2R)2-Deoxy-2-C-ethynyl-2-fluoro-β-D-erythro-pentofuranosyl]adenine), C[Si](C)(C)Cl (trimethylsilyl chloride), COC1=C(C(C2=CC=CC=C2)(C2=CC=CC=C2)Cl)C=CC=C1 (Methoxytrityl chloride). Procedure: To a stirred solution of 7i (5.18 mmol) in pyridine (7 ml/mmol) was added trimethylsilyl chloride at room temperature. The mixture was stirred at room temperature for 6 hours. Methoxytrityl chloride (6.21 mmol) was then added and the reaction mixture was stirred at room temperature for 16 hours and 2 hours with NH4OH (4 ml/mmol). The mixture was diluted with ethyl acetate, washed with H2O, sat NaHCO3 solution and sat NaCl solution, dried over Na2SO4, filtered and evaporated. The crude material w... Conditions: time 6 hour. As a reaction SMILES: [C:1]([C@@:3]1([F:21])[C@H:7]([OH:8])[C@@H:6]([CH2:9][OH:10])[O:5][C@H:4]1[N:11]1[CH:19]=[N:18][C:17]2[C:12]1=[N:13][CH:14]=[N:15][C:16]=2N)#[CH:2].C[Si](Cl)(C)C.CO[C:29]1[CH:48]=[CH:47][CH:46]=[CH:45][C:30]=1[C:31](Cl)([C:38]1[CH:43]=[CH:42][CH:41]=[CH:40][CH:39]=1)[C:32]1[CH:37]=[CH:36][CH:35]=[CH:34][CH:33]=1.[NH4+:49].[OH-:50].C([O:54][CH2:55]C)(=O)C>N1C=CC=CC=1>[CH3:55][O:54][N:49]([C:31]([C:38]1[CH:39]=[CH:40][CH:41]=[CH:42][CH:43]=1)([C:32]1[CH:37]=[CH:36][CH:35]=[CH:34][CH:33]=1)[C:30]1[CH:29]=[CH:48][CH:47]=[CH:46][CH:45]=1)[C:14]1[NH:15][C:16](=[O:50])[C:17]2[N:18]=[CH:19][N:11]([C@@H:4]3[O:5][C@H:6]([CH2:9][OH:10])[C@@H:7]([OH:8])[C@@:3]3([C:1]#[CH:2])[F:21])[C:12]=2[N:13]=1 |f:3.4|.